This data is from the Open Reaction Database (ORD), a public repository of structured organic reaction records. The task is: describe an organic reaction: reactants, conditions, products, and yield Reactants: Cl, O=CCCCOc1cc(C(F)(F)F)c2c(n1)NC(=O)CC2, c1ccc2c(N3CCNCC3)cccc2c1. Yields the product O=C1CCc2c(C(F)(F)F)cc(OCCCCN3CCN(c4cccc5ccccc45)CC3)nc2N1. As a reaction SMILES: [ClH:1].[O:18]=[C:19]1[CH2:20][CH2:21][c:22]2[c:23]([C:35]([F:36])([F:37])[F:38])[cH:24][c:25]([O:29][CH2:30][CH2:31][CH2:32][CH:33]=[O:34])[n:26][c:27]2[NH:28]1.[c:2]1([N:12]2[CH2:13][CH2:14][NH:15][CH2:16][CH2:17]2)[cH:3][cH:4][cH:5][c:6]2[cH:7][cH:8][cH:9][cH:10][c:11]12>>[c:2]1([N:12]2[CH2:13][CH2:14][N:15]([CH2:33][CH2:32][CH2:31][CH2:30][O:29][c:25]3[cH:24][c:23]([C:35]([F:36])([F:37])[F:38])[c:22]4[c:27]([n:26]3)[NH:28][C:19](=[O:18])[CH2:20][CH2:21]4)[CH2:16][CH2:17]2)[cH:3][cH:4][cH:5][c:6]2[cH:7][cH:8][cH:9][cH:10][c:11]12. Reactants: ClC=1C=C(C=CC1S(=O)(=O)C)[C@H](C(=O)NC1=NC=C(N=C1)C(C)(OC)OC)CC1CCCC1 (2(R)-(3-chloro-4-methanesulfonyl-phenyl)-3-cyclopentyl-N-[5-(1,1-dimethoxy-ethyl)-pyrazin-2-yl]-propionamide), O.C1(=CC=C(C=C1)S(=O)(=O)O)C (p-toluenesulfonic acid monohydrate). The solvent is CC(=O)C (acetone), O (water), C(C)(=O)OCC (ethyl acetate). Run at temperature 60 celsius. Yields the product ethyl acetate hexanes, C(C)(=O)C=1N=CC(=NC1)NC([C@H](CC1CCCC1)C1=CC(=C(C=C1)S(=O)(=O)C)Cl)=O (N-(5-acetyl-pyrazin-2-yl)-2(R)-(3-chloro-4-methanesulfonyl-phenyl)-3-cyclopentyl-propionamide). The yield is 96.7%. As a reaction SMILES: [Cl:1][C:2]1[CH:3]=[C:4]([C@@H:12]([CH2:28][CH:29]2[CH2:33][CH2:32][CH2:31][CH2:30]2)[C:13]([NH:15][C:16]2[CH:21]=[N:20][C:19]([C:22](OC)([O:24]C)[CH3:23])=[CH:18][N:17]=2)=[O:14])[CH:5]=[CH:6][C:7]=1[S:8]([CH3:11])(=[O:10])=[O:9].O.C1(C)C=CC(S(O)(=O)=O)=CC=1>CC(C)=O.O.C(OCC)(=O)C>[C:22]([C:19]1[N:20]=[CH:21][C:16]([NH:15][C:13](=[O:14])[C@@H:12]([C:4]2[CH:5]=[CH:6][C:7]([S:8]([CH3:11])(=[O:9])=[O:10])=[C:2]([Cl:1])[CH:3]=2)[CH2:28][CH:29]2[CH2:30][CH2:31][CH2:32][CH2:33]2)=[N:17][CH:18]=1)(=[O:24])[CH3:23] |f:1.2|. Procedure: A solution of 2(R)-(3-chloro-4-methanesulfonyl-phenyl)-3-cyclopentyl-N-[5-(1,1-dimethoxy-ethyl)-pyrazin-2-yl]-propionamide (1.22 g, 2.459 mmol) in acetone (28 mL) and water (3 mL) was treated with p-toluenesulfonic acid monohydrate (142.5 mg, 0.738 mmol). The reaction mixture was heated to 60° C. for 30 min and then was diluted with ethyl acetate (100 mL). The organic layer was washed with a saturated aqueous sodium bicarbonate solution (100 mL), water (100 mL), and a saturated aqueous sodium ch... Reactants: CC(C)(C)OC(=O)NC1COCCCC=CC2CC2(C(=O)O)NC(=O)C2CC(OC(=O)N3Cc4cccc(F)c4C3)CN2C1=O, C1CCC2=NCCCN2CC1, Cc1ccccc1, NS(=O)(=O)C1CC1, [K+], O, O=S(=O)([O-])O, O=C(n1ccnc1)n1ccnc1. Product: CC(C)(C)OC(=O)NC1COCCCC=CC2CC2(C(=O)NS(=O)(=O)C2CC2)NC(=O)C2CC(OC(=O)N3Cc4cccc(F)c4C3)CN2C1=O. Reaction SMILES: [C:1]([CH3:2])([CH3:3])([CH3:4])[O:5][C:6](=[O:7])[NH:8][CH:9]1[CH2:10][O:11][CH2:12][CH2:13][CH2:14][CH:15]=[CH:16][CH:17]2[C:18]([C:43](=[O:44])[OH:45])([NH:19][C:20](=[O:41])[CH:21]3[N:22]([C:23]1=[O:24])[CH2:25][CH:26]([O:28][C:29](=[O:30])[N:31]1[CH2:32][c:33]4[cH:34][cH:35][cH:36][c:37]([F:40])[c:38]4[CH2:39]1)[CH2:27]3)[CH2:42]2.[CH2:65]1[CH2:66][CH2:67][C:68]2=[N:73][CH2:72][CH2:71][CH2:70][N:69]2[CH2:74][CH2:75]1.[CH3:82][c:83]1[cH:84][cH:85][cH:86][cH:87][cH:88]1.[CH:58]1([S:61](=[O:62])(=[O:63])[NH2:64])[CH2:59][CH2:60]1.[K+:81].[OH2:89].[S:76]([O-:77])([OH:78])(=[O:79])=[O:80].[n:46]1([C:47]([n:48]2[cH:49][cH:50][n:51][cH:52]2)=[O:53])[cH:54][cH:55][n:56][cH:57]1>>[C:1]([CH3:2])([CH3:3])([CH3:4])[O:5][C:6](=[O:7])[NH:8][CH:9]1[CH2:10][O:11][CH2:12][CH2:13][CH2:14][CH:15]=[CH:16][CH:17]2[C:18]([C:43](=[O:45])[NH:64][S:61]([CH:58]3[CH2:59][CH2:60]3)(=[O:62])=[O:63])([NH:19][C:20](=[O:41])[CH:21]3[N:22]([C:23]1=[O:24])[CH2:25][CH:26]([O:28][C:29](=[O:30])[N:31]1[CH2:32][c:33]4[cH:34][cH:35][cH:36][c:37]([F:40])[c:38]4[CH2:39]1)[CH2:27]3)[CH2:42]2. Reactants: NO (aminoalcohol), C(C)(=O)OC(C)=O (acetic anhydride), C1(CC1)C=O (cyclopropanecarboxaldehyde), C(C)[Zn]CC (diethylzinc). Run in CCCCCC (hexane), C1(=CC=CC=C1)C (toluene), CCOCC (ether). Run at time 3 day. Product: C(C)(=O)OC(CC)C1CC1 ((+)-1-(cyclopropyl)propyl acetate). Yield: 54.0%. As a reaction SMILES: NO.[CH:3]1([CH:6]=[O:7])[CH2:5][CH2:4]1.C([Zn][CH2:11][CH3:12])C.[C:13](OC(=O)C)(=[O:15])[CH3:14]>CCCCCC.CCOCC.C1(C)C=CC=CC=1>[C:13]([O:7][CH:6]([CH:3]1[CH2:5][CH2:4]1)[CH2:11][CH3:12])(=[O:15])[CH3:14]. Procedure: To a vial containing aminoalcohol A (0.05 g, 0.21 mmol) prepared as in Example 13 was added a solution containing cyclopropanecarboxaldehyde (0.21 g, 3.0 mmol), toluene (3.0 mL), and 1 M diethylzinc in hexane (6.0 mL). After 3 days at room temperature, acetic anhydride (1.2 mL, 13 mmol) was added. After 2 additional days the mixture was diluted in ether (50 mL) and the reaction was quenched by dropwise addition of half-saturated aqueous ammonium chloride (50 mL). The ether layer was separated an... The reactants are FC(C1=CC=C(CBr)C=C1)(F)F (4-(trifluoromethyl)benzyl bromide), BrCC=1C(=NOC1C1=CC=CC=C1)C (4-(bromomethyl)-3-methyl-5-phenylisoxazole), CC=1N=C(SC1C(=O)OCC)N1C(NCC1)=O (ethyl 4-methyl-2-(2-oxoimidazolidin-1-yl)thiazole-5-carboxylate). Product: CC=1N=C(SC1C(=O)OCC)N1C(N(CC1)CC=1C(=NOC1C1=CC=CC=C1)C)=O (ethyl 4-methyl-2-(3-((3-methyl-5-phenylisoxazol-4-yl)methyl)-2-oxoimidazolidin-1-yl)thiazole-5-carboxylate). Yield: 87.0%. Reaction SMILES: FC(F)(F)C1C=CC(CBr)=CC=1.Br[CH2:14][C:15]1[C:16]([CH3:26])=[N:17][O:18][C:19]=1[C:20]1[CH:25]=[CH:24][CH:23]=[CH:22][CH:21]=1.[CH3:27][C:28]1[N:29]=[C:30]([N:38]2[CH2:42][CH2:41][NH:40][C:39]2=[O:43])[S:31][C:32]=1[C:33]([O:35][CH2:36][CH3:37])=[O:34]>>[CH3:27][C:28]1[N:29]=[C:30]([N:38]2[CH2:42][CH2:41][N:40]([CH2:14][C:15]3[C:16]([CH3:26])=[N:17][O:18][C:19]=3[C:20]3[CH:25]=[CH:24][CH:23]=[CH:22][CH:21]=3)[C:39]2=[O:43])[S:31][C:32]=1[C:33]([O:35][CH2:36][CH3:37])=[O:34]. Reported procedure: Following the procedure as described in Example 13, making variations as required to replace 4-(trifluoromethyl)benzyl bromide with 4-(bromomethyl)-3-methyl-5-phenylisoxazole to react with ethyl 4-methyl-2-(2-oxoimidazolidin-1-yl)thiazole-5-carboxylate, the title compound was obtained as a colorless solid in 87% yield: MS (ES+) m/z 427.2 (M+1).